From a dataset of the Open Reaction Database (ORD), a public repository of structured organic reaction records. describe an organic reaction: reactants, conditions, products, and yield Starting materials: CC(C)(C)OC(=O)N1C2CCC1CNC2, FC(F)(F)c1nnc2ccc(Cl)nn12. Yields the product CC(C)(C)OC(=O)N1C2CCC1CN(c1ccc3nnc(C(F)(F)F)n3n1)C2. Reaction SMILES: [CH:1]12[CH2:2][NH:3][CH2:4][CH:5]([CH2:6][CH2:7]1)[N:8]2[C:9](=[O:10])[O:11][C:12]([CH3:13])([CH3:14])[CH3:15].[Cl:16][c:17]1[cH:18][cH:19][c:20]2[n:21]([n:22]1)[c:23]([C:26]([F:27])([F:28])[F:29])[n:24][n:25]2>>[CH:1]12[CH2:2][N:3]([c:17]3[cH:18][cH:19][c:20]4[n:21]([n:22]3)[c:23]([C:26]([F:27])([F:28])[F:29])[n:24][n:25]4)[CH2:4][CH:5]([CH2:6][CH2:7]1)[N:8]2[C:9](=[O:10])[O:11][C:12]([CH3:13])([CH3:14])[CH3:15]. Starting materials: NC=1C(=CC2=CC=CC=C2C1)CC1=CC(=C(C=C1)N1CC(N(S1(=O)=O)CC[Si](C)(C)C)=O)OCC1=CC=CC=C1 (5-[4-(3-aminonaphthalen-2-ylmethyl)-2-benzyloxyphenyl]-1,1-dioxo-2-(2-trimethylsilanylethyl)-1,2,5-thiadiazolidin-3-one), CS(=O)(=O)Cl (methanesulfonyl chloride). Product: OC=1C=C(CC=2C(=CC3=CC=CC=C3C2)NS(=O)(=O)C)C=CC1N1S(NC(C1)=O)(=O)=O (N-{3-[3-Hydroxy-4-(1,1,4-trioxo-1,2,5-thiadiazolidin-2-yl)-benzyl]-naphthalen-2-yl}-methanesulfonamide). Reaction SMILES: [NH2:1][C:2]1[C:3]([CH2:12][C:13]2[CH:18]=[CH:17][C:16]([N:19]3[S:23](=[O:25])(=[O:24])[N:22](CC[Si](C)(C)C)[C:21](=[O:32])[CH2:20]3)=[C:15]([O:33]CC3C=CC=CC=3)[CH:14]=2)=[CH:4][C:5]2[C:10]([CH:11]=1)=[CH:9][CH:8]=[CH:7][CH:6]=2.[CH3:41][S:42](Cl)(=[O:44])=[O:43]>>[OH:33][C:15]1[CH:14]=[C:13]([CH:18]=[CH:17][C:16]=1[N:19]1[CH2:20][C:21](=[O:32])[NH:22][S:23]1(=[O:25])=[O:24])[CH2:12][C:3]1[C:2]([NH:1][S:42]([CH3:41])(=[O:44])=[O:43])=[CH:11][C:10]2[C:5]([CH:4]=1)=[CH:6][CH:7]=[CH:8][CH:9]=2. Reported procedure: N-{3-[3-Hydroxy-4-(1,1,4-trioxo-1,2,5-thiadiazolidin-2-yl)-benzyl]-naphthalen-2-yl}-methanesulfonamide is prepared analogously to Example 4, Steps B and C, starting with 5-[4-(3-aminonaphthalen-2-ylmethyl)-2-benzyloxyphenyl]-1,1-dioxo-2-(2-trimethylsilanylethyl)-1,2,5-thiadiazolidin-3-one and methanesulfonyl chloride: MS (M−H)−=460. Starting materials: [OH-].[K+] (potassium hydroxide), C1(CCCCC1)C1=CC=C(OC(C(=O)OCC)C2CCCCC2)C=C1 (ethyl α-(p-cyclohexylphenoxy)α-cyclohexylacetate). Run in C(C)O (ethanol). Yields the product C1(CCCCC1)C1=CC=C(OC(C(=O)O)C2CCCCC2)C=C1 (α-(p-cyclohexylphenoxy)α-cyclohexylacetic acid). Isolated yield 43.2%. As a reaction SMILES: [OH-].[K+].[CH:3]1([C:9]2[CH:27]=[CH:26][C:12]([O:13][CH:14]([CH:20]3[CH2:25][CH2:24][CH2:23][CH2:22][CH2:21]3)[C:15]([O:17]CC)=[O:16])=[CH:11][CH:10]=2)[CH2:8][CH2:7][CH2:6][CH2:5][CH2:4]1>C(O)C>[CH:3]1([C:9]2[CH:10]=[CH:11][C:12]([O:13][CH:14]([CH:20]3[CH2:21][CH2:22][CH2:23][CH2:24][CH2:25]3)[C:15]([OH:17])=[O:16])=[CH:26][CH:27]=2)[CH2:4][CH2:5][CH2:6][CH2:7][CH2:8]1 |f:0.1|. Procedure: Into 15 ml of ethanol, 430 mg of potassium hydroxide was dissolved and 1.7 g (0.00512 mole) of ethyl α-(p-cyclohexylphenoxy)α-cyclohexylacetate was added. The mixture was heated on a water bath at 65° to 70° C. for 90 minutes and then ethanol was distilled off under a reduced pressure and the residue was admixed with water and washed twice with benzene. The water layer was acidified with 10% HCl aq.sol. to precipitate a precipitate. The precipitate was filtrated and washed with water and dried. ...